Dataset: the Open Reaction Database (ORD), a public repository of structured organic reaction records. Task: describe an organic reaction: reactants, conditions, products, and yield Reaction SMILES: [CH2:1]([CH3:2])[O:3][C:4](=[O:5])[CH:6]1[CH:7]([CH:9]([OH:10])[c:11]2[cH:12][c:13]3[c:14]([C:20]#[N:21])[cH:15][nH:16][c:17]3[cH:18][cH:19]2)[CH2:8]1.[CH2:29]([SiH:30]([CH2:31][CH3:32])[CH2:33][CH3:34])[CH3:35].[Cl:38][CH2:39][Cl:40].[Na+:37].[OH-:36].[OH:22][C:23]([C:24]([F:25])([F:26])[F:27])=[O:28]>>[CH2:1]([CH3:2])[O:3][C:4](=[O:5])[CH:6]1[CH:7]([CH2:9][c:11]2[cH:12][c:13]3[c:14]([C:20]#[N:21])[cH:15][nH:16][c:17]3[cH:18][cH:19]2)[CH2:8]1. Starting materials: CCOC(=O)C1CC1C(O)c1ccc2[nH]cc(C#N)c2c1, CC[SiH](CC)CC, ClCCl, [Na+], [OH-], O=C(O)C(F)(F)F. Product: CCOC(=O)C1CC1Cc1ccc2[nH]cc(C#N)c2c1. Reactants: C(CCCCCCCCCCCCCCC)C1C(CCC1=O)=O (2-cetylcyclopentane-1,3-dione), COC=1C=C(C=CC1)CCCC(C=C)=O (6-m-methoxyphenylhex-1-en-3-one). The solvent is [OH-].[K+] (potassium hydroxide). The product is C(CCCCCCCCCCCCCCC)C1(C(CCC1=O)=O)CCC(CCCC1=CC(=CC=C1)OC)=O (2-cetyl-2-(6-m-methoxyphenyl-3-oxohexyl)-1,3-cyclopentanedione). Yield: 73.7%. Reaction SMILES: [CH2:1]([CH:17]1[C:21](=[O:22])[CH2:20][CH2:19][C:18]1=[O:23])[CH2:2][CH2:3][CH2:4][CH2:5][CH2:6][CH2:7][CH2:8][CH2:9][CH2:10][CH2:11][CH2:12][CH2:13][CH2:14][CH2:15][CH3:16].[CH3:24][O:25][C:26]1[CH:27]=[C:28]([CH2:32][CH2:33][CH2:34][C:35](=[O:38])[CH:36]=[CH2:37])[CH:29]=[CH:30][CH:31]=1>[OH-].[K+]>[CH2:1]([C:17]1([CH2:37][CH2:36][C:35](=[O:38])[CH2:34][CH2:33][CH2:32][C:28]2[CH:29]=[CH:30][CH:31]=[C:26]([O:25][CH3:24])[CH:27]=2)[C:18](=[O:23])[CH2:19][CH2:20][C:21]1=[O:22])[CH2:2][CH2:3][CH2:4][CH2:5][CH2:6][CH2:7][CH2:8][CH2:9][CH2:10][CH2:11][CH2:12][CH2:13][CH2:14][CH2:15][CH3:16] |f:2.3|. Procedure: Reflux a mixture of 2-cetylcyclopentane-1,3-dione (10.1 g), 6-m-methoxyphenylhex-1-en-3-one (6.0 g) and 0.02% methanolic potassium hydroxide solution (120 cc) for 26 hours and then cool. Dissolve the residue obtained after removal of solvent under reduced pressure in a mixture of benzene (50 cc) and ether (50 cc), and wash the solution in turn with sodium carbonate solution, 10% aqueous sulfuric acid and water. Remove the solvent by evaporation under reduced pressure to obtain as residue crude 2... The reactants are C1CCOC1, CI, [H-], [Na+], CC(C)(CO)c1cc(NC(=O)C(C)(C)S(=O)(=O)CC2CCOCC2)on1. The product is COCC(C)(C)c1cc(NC(=O)C(C)(C)S(=O)(=O)CC2CCOCC2)on1. As a reaction SMILES: [CH2:31]1[O:32][CH2:33][CH2:34][CH2:35]1.[CH3:29][I:30].[H-:27].[Na+:28].[OH:1][CH2:2][C:3]([CH3:4])([CH3:5])[c:6]1[n:7][o:8][c:9]([NH:11][C:12]([C:13]([CH3:14])([S:15](=[O:16])(=[O:17])[CH2:18][CH:19]2[CH2:20][CH2:21][O:22][CH2:23][CH2:24]2)[CH3:25])=[O:26])[cH:10]1>>[O:1]([CH2:2][C:3]([CH3:4])([CH3:5])[c:6]1[n:7][o:8][c:9]([NH:11][C:12]([C:13]([CH3:14])([S:15](=[O:16])(=[O:17])[CH2:18][CH:19]2[CH2:20][CH2:21][O:22][CH2:23][CH2:24]2)[CH3:25])=[O:26])[cH:10]1)[CH3:29]. The reactants are C(C)OC(=O)C1CCN(CC1)CC1=CC=C(C=C1)N\C(\C1=CC=CC=C1)=C\1/C(NC2=CC=C(C=C12)[N+](=O)[O-])=O ((Z)-3-{1-[4-(4-ethoxycarbonylpiperidinomethyl)-phenylamino]-1-phenyl-methylidene}-5-nitro-2-indolinone), [OH-].[Na+] (sodium hydroxide). The solvent is C(C)O (ethanol). Product: C(=O)(O)C1CCN(CC1)CC1=CC=C(C=C1)N\C(\C1=CC=CC=C1)=C\1/C(NC2=CC=C(C=C12)[N+](=O)[O-])=O ((Z)-3-{1-[4-(4-carboxypiperidinomethyl)-phenylamino]-1-phenyl-methylidene}-5-nitro-2-indolinone). RXN SMILES: C([O:3][C:4]([CH:6]1[CH2:11][CH2:10][N:9]([CH2:12][C:13]2[CH:18]=[CH:17][C:16]([NH:19]/[C:20](=[C:27]3\[C:28](=[O:39])[NH:29][C:30]4[C:35]\3=[CH:34][C:33]([N+:36]([O-:38])=[O:37])=[CH:32][CH:31]=4)/[C:21]3[CH:26]=[CH:25][CH:24]=[CH:23][CH:22]=3)=[CH:15][CH:14]=2)[CH2:8][CH2:7]1)=[O:5])C.[OH-].[Na+]>C(O)C>[C:4]([CH:6]1[CH2:11][CH2:10][N:9]([CH2:12][C:13]2[CH:14]=[CH:15][C:16]([NH:19]/[C:20](=[C:27]3\[C:28](=[O:39])[NH:29][C:30]4[C:35]\3=[CH:34][C:33]([N+:36]([O-:38])=[O:37])=[CH:32][CH:31]=4)/[C:21]3[CH:26]=[CH:25][CH:24]=[CH:23][CH:22]=3)=[CH:17][CH:18]=2)[CH2:8][CH2:7]1)([OH:5])=[O:3] |f:1.2|. Procedure: Prepared analogously to Example 8 by saponification of (Z)-3-{1-[4-(4-ethoxycarbonylpiperidinomethyl)-phenylamino]-1-phenyl-methylidene}-5-nitro-2-indolinone with sodium hydroxide solution in ethanol.